From a dataset of the Open Reaction Database (ORD), a public repository of structured organic reaction records. describe an organic reaction: reactants, conditions, products, and yield The reactants are C(O)([O-])=O.[Na+] (sodium hydrogen carbonate), COC1=CC=C(COC=2C=CC=3N(C2)C=C(N3)NC(=O)C3CC3)C=C1 (N-{6-[(4-methoxybenzyl)oxy]imidazo[1,2-a]pyridin-2-yl}cyclopropanecarboxamide), C1(=CC=CC=C1)OC (anisole), FC(C(=O)O)(F)F (trifluoroacetic acid). Run in FC(F)(F)C1=CC=CC=C1 (trifluoromethylbenzene). Conditions: time 3 hour. Yields the product OC=1C=CC=2N(C1)C=C(N2)NC(=O)C2CC2 (N-(6-hydroxyimidazo[1,2-a]pyridin-2-yl)cyclopropanecarboxamide). Yield: 87.8%. RXN SMILES: COC1C=CC(C[O:8][C:9]2[CH:10]=[CH:11][C:12]3[N:13]([CH:15]=[C:16]([NH:18][C:19]([CH:21]4[CH2:23][CH2:22]4)=[O:20])[N:17]=3)[CH:14]=2)=CC=1.C1(OC)C=CC=CC=1.FC(F)(F)C(O)=O.C(=O)([O-])O.[Na+]>FC(C1C=CC=CC=1)(F)F>[OH:8][C:9]1[CH:10]=[CH:11][C:12]2[N:13]([CH:15]=[C:16]([NH:18][C:19]([CH:21]3[CH2:22][CH2:23]3)=[O:20])[N:17]=2)[CH:14]=1 |f:3.4|. Reported procedure: To a solution of N-{6-[(4-methoxybenzyl)oxy]imidazo[1,2-a]pyridin-2-yl}cyclopropanecarboxamide (10.1 g, 29.9 mmol) and anisole (25.97 mL, 239.2 mmol) in trifluoromethylbenzene (200 mL) was added trifluoroacetic acid (40.4 mL), and the mixture was stirred at room temperature for 3 hr. Saturated aqueous sodium hydrogen carbonate solution was added to the reaction mixture, and the mixture was extracted 5 times with ethyl acetate. The organic layer was washed with saturated brine, dried over anhydro... As a reaction SMILES: [C:23](=[O:24])([O-:25])[O-:26].[CH3:1][O:2][CH:3]([CH:4]=[O:5])[O:6][CH3:7].[CH3:34][CH2:35][O:36][C:37](=[O:38])[CH3:39].[CH3:8][CH2:9][O:10][C:11](=[O:12])[CH2:13][P:14]([O:15][CH2:16][CH3:17])([O:18][CH2:19][CH3:20])=[O:21].[K+:27].[K+:28].[O:29]1[CH2:30][CH2:31][CH2:32][CH2:33]1.[OH2:22]>>[CH3:1][O:2][CH:3]([CH:4]=[CH:13][C:11]([O:10][CH2:9][CH3:8])=[O:12])[O:6][CH3:7]. Starting materials: O=C([O-])[O-], COC(C=O)OC, CCOC(C)=O, CCOC(=O)CP(=O)(OCC)OCC, [K+], [K+], C1CCOC1, O. The product is CCOC(=O)C=CC(OC)OC. Starting materials: O1[C@@H](C1)COC1=CC=CC=2NC3=CC=CC=C3C12 (4-[(2S)-oxiranylmethoxy]-9H-carbazole), BrN1C(CCC1=O)=O (N-bromosuccinimide). Solvent: CN(C=O)C (dimethylformamide). Product: BrC1=CC=C(C=2C3=CC=CC=C3NC12)OC[C@H]1OC1 (1-Bromo-4-[(2S)-oxiranylmethoxy]-9H-carbazole). Yield: 10.0%. As a reaction SMILES: [O:1]1[CH2:3][C@H:2]1[CH2:4][O:5][C:6]1[C:18]2[C:17]3[C:12](=[CH:13][CH:14]=[CH:15][CH:16]=3)[NH:11][C:10]=2[CH:9]=[CH:8][CH:7]=1.[Br:19]N1C(=O)CCC1=O>CN(C)C=O>[Br:19][C:9]1[C:10]2[NH:11][C:12]3[C:17](=[CH:16][CH:15]=[CH:14][CH:13]=3)[C:18]=2[C:6]([O:5][CH2:4][C@@H:2]2[CH2:3][O:1]2)=[CH:7][CH:8]=1. Reported procedure: A solution of 4-[(2S)-oxiranylmethoxy]-9H-carbazole (0.750 g, 3.13 mmol) and N-bromosuccinimide (0.57 g, 3.2 mmol) in 10 mL dry dimethylformamide (DMF) was stirred at ambient temperature for 48 hours. The reaction mixture was partitioned with EtOAc and H2O. The organic phase was washed with H2O and dried with Na2SO4. The solvent was removed (rotovap) and the residue purified by flash chromatography (hexane-EtOAc 5:1) afforded 0.10 g of the title compound. Starting materials: O=C(O)C1Cc2ccccc2CN1, COC(OC)OC, CO, Cl. The product is COC(=O)C1Cc2ccccc2CN1. As a reaction SMILES: [CH2:1]1[NH:2][CH:3]([C:11](=[O:12])[OH:13])[CH2:4][c:5]2[cH:6][cH:7][cH:8][cH:9][c:10]21.[CH3:14][O:15][CH:16]([O:17][CH3:18])[O:19][CH3:20].[CH3:22][OH:23].[ClH:21]>>[CH2:1]1[NH:2][CH:3]([C:11](=[O:12])[O:13][CH3:14])[CH2:4][c:5]2[cH:6][cH:7][cH:8][cH:9][c:10]21. The reactants are FC1=C(C(=O)O)C=C(C=C1)NS(=O)(=O)CCC (2-Fluoro-5-(propane-1-sulfonylamino)-benzoic acid), S(O)(O)(=O)=O (sulfuric acid), CO (methanol). Product: COC(C1=C(C=CC(=C1)NS(=O)(=O)CCC)F)=O (2-Fluoro-5-(propane-1-sulfonylamino)-benzoic acid methyl ester). Procedure: To 2-Fluoro-5-(propane-1-sulfonylamino)-benzoic acid (669, 2.0 g, 0.0076 mol) in methanol (20.0 mL) was added sulfuric acid (0.90 mL, 0.017 mol). The reaction was stirred at room temperature overnight. The reaction was concentrated and purified with silica gel column chromatograph eluting with 20% ethyl acetate in hexane to give a white solid (670, 1.27 g, 62%). MS (ESI) [M−H+]−=274.1. Run at time 8 hour. Reaction SMILES: [F:1][C:2]1[CH:10]=[CH:9][C:8]([NH:11][S:12]([CH2:15][CH2:16][CH3:17])(=[O:14])=[O:13])=[CH:7][C:3]=1[C:4]([OH:6])=[O:5].S(=O)(=O)(O)O.[CH3:23]O>>[CH3:23][O:5][C:4](=[O:6])[C:3]1[CH:7]=[C:8]([NH:11][S:12]([CH2:15][CH2:16][CH3:17])(=[O:14])=[O:13])[CH:9]=[CH:10][C:2]=1[F:1].